This data is from the Open Reaction Database (ORD), a public repository of structured organic reaction records. The task is: describe an organic reaction: reactants, conditions, products, and yield The reactants are COc1ccc(C2CCCC3=C2C(=N)NC3=N)cc1OC, COc1ccccc1NC1=NC(=N)CS1, Cl, Cl, N=C1NC(=N)C2=C1CCCC2, N=C1CSC(=N)N1. Yields the product COc1ccccc1NC1=NC(=N)C(=C2NC(=N)C3=C2C(c2ccc(OC)c(OC)c2)CCC3)S1, Cl. As a reaction SMILES: [CH3:1][O:2][c:3]1[cH:4][c:5]([CH:11]2[C:12]3=[C:16]([C:15](=[NH:20])[NH:14][C:13]3=[NH:21])[CH2:17][CH2:18][CH2:19]2)[cH:6][cH:7][c:8]1[O:9][CH3:10].[CH3:23][O:24][c:25]1[c:26]([NH:27][C:28]2=[N:32][C:31](=[NH:33])[CH2:30][S:29]2)[cH:34][cH:35][cH:36][cH:37]1.[ClH:22].[ClH:49].[NH:38]=[C:39]1[C:40]2=[C:45]([CH2:44][CH2:43][CH2:42][CH2:41]2)[C:46](=[NH:47])[NH:48]1.[NH:50]=[C:51]1[NH:52][C:53](=[NH:54])[CH2:55][S:56]1>>[CH3:1][O:2][c:3]1[cH:4][c:5]([CH:11]2[C:12]3=[C:16]([C:15](=[NH:20])[NH:14][C:13]3=[C:30]3[S:29][C:28]([NH:27][c:26]4[c:25]([O:24][CH3:23])[cH:37][cH:36][cH:35][cH:34]4)=[N:32][C:31]3=[NH:33])[CH2:17][CH2:18][CH2:19]2)[cH:6][cH:7][c:8]1[O:9][CH3:10].[ClH:22]. Starting materials: CS(=O)(=O)OCC(C(F)(F)F)CN1CC(OCC1)C1=CC(=CC=C1)C(F)(F)F (3,3,3-trifluoro-2-((2-(3-(trifluoromethyl)phenyl)morpholino)-methyl)propyl methanesulfonate), [C-]#N.[Na+] (sodium cyanide), CN(C)C=O (DMF). Solvent: CCOCC (ether). Reaction conditions: temperature 60 celsius, time 2 hour. Yields the product FC(C(CC#N)CN1CC(OCC1)C1=CC(=CC=C1)C(F)(F)F)(F)F (4,4,4-trifluoro-3-[2-(3-trifluoromethylphenyl)-morpholin-4-ylmethyl]-butyronitrile). The yield is 56.0%. As a reaction SMILES: CS(O[CH2:6][CH:7]([CH2:12][N:13]1[CH2:18][CH2:17][O:16][CH:15]([C:19]2[CH:24]=[CH:23][CH:22]=[C:21]([C:25]([F:28])([F:27])[F:26])[CH:20]=2)[CH2:14]1)[C:8]([F:11])([F:10])[F:9])(=O)=O.[C-]#N.[Na+].[CH3:32][N:33](C=O)C>CCOCC>[F:9][C:8]([F:11])([F:10])[CH:7]([CH2:12][N:13]1[CH2:18][CH2:17][O:16][CH:15]([C:19]2[CH:24]=[CH:23][CH:22]=[C:21]([C:25]([F:28])([F:27])[F:26])[CH:20]=2)[CH2:14]1)[CH2:6][C:32]#[N:33] |f:1.2|. Procedure details: In a 20 mL round-bottomed flask, 3,3,3-trifluoro-2-((2-(3-(trifluoromethyl)phenyl)morpholino)-methyl)propyl methanesulfonate (850 mg, 1.95 mmol) and sodium cyanide (957 mg, 19.5 mmol) were combined with DMF (30 ml) to give a light yellow solution. The reaction mixture was heated at 60° C. and stirred for 2 h. The reaction mixture was diluted with ether (60 ml), washed with brine and H2O, dried over MgSO4, filtered and concentrated to give crude product as an oil. The crude material was purified ... The reactants are CC(C(CC#N)=O)(C)C (4,4-dimethyl-3-oxopentanenitrile), CC(=O)C (acetone), C1OC=2C=C(C=CC2O1)N=C=S (3,4-methylendioxyphenyl isothiocyanate), CI (methyl iodide). As a reaction SMILES: [CH3:1][C:2]([CH3:9])([CH3:8])[C:3](=[O:7])[CH2:4][C:5]#[N:6].[CH3:10]C(C)=O.[CH2:14]1[O:22][C:21]2[CH:20]=[CH:19][C:18]([N:23]=[C:24]=[S:25])=[CH:17][C:16]=2[O:15]1.CI>>[O:22]1[C:21]2[CH:20]=[CH:19][C:18]([NH:23][C:24]([S:25][CH3:10])=[C:4]([C:3](=[O:7])[C:2]([CH3:9])([CH3:8])[CH3:1])[C:5]#[N:6])=[CH:17][C:16]=2[O:15][CH2:14]1. Procedure: To a solution of 4,4-dimethyl-3-oxopentanenitrile (0.626 g, 5.0 mmol) in dry acetone (10 ml) first potassium carbonate (1.38 g, 10 mmol) and then 3,4-methylendioxyphenyl isothiocyanate (0.941 g, 5.3 mmol) were added. The resulting mixture was stirred at room temperature under nitrogen for 72 h, and then filtered. To the filtrate methyl iodide (0.93 ml, 15 mmol) was added. The mixture was stirred at room temperature for 45 min. The precipitate was filtered off and the filtrate was concentrated. T... Yields the product O1COC2=C1C=CC(=C2)NC(=C(C#N)C(C(C)(C)C)=O)SC (3-(Benzo[1,3]dioxol-5-ylamino)-2-(2,2-dimethyl-propionyl)-3-methylsulfanyl-propenenitrile). Isolated yield 98.0%. Reaction conditions: time 72 hour. Reactants: CCOC(=O)c1cnc(Cc2ccccc2)c2cc(OC)c(OC)cc12, CC(=O)O, O=[Se]=O. The product is CCOC(=O)c1cnc(C(=O)c2ccccc2)c2cc(OC)c(OC)cc12. As a reaction SMILES: [CH2:1]([CH3:2])[O:3][C:4](=[O:5])[c:6]1[cH:7][n:8][c:9]([CH2:20][c:21]2[cH:22][cH:23][cH:24][cH:25][cH:26]2)[c:10]2[cH:11][c:12]([O:18][CH3:19])[c:13]([O:16][CH3:17])[cH:14][c:15]12.[CH3:30][C:31](=[O:32])[OH:33].[Se:27](=[O:28])=[O:29]>>[CH2:1]([CH3:2])[O:3][C:4](=[O:5])[c:6]1[cH:7][n:8][c:9]([C:20]([c:21]2[cH:22][cH:23][cH:24][cH:25][cH:26]2)=[O:28])[c:10]2[cH:11][c:12]([O:18][CH3:19])[c:13]([O:16][CH3:17])[cH:14][c:15]12.